This data is from the Open Reaction Database (ORD), a public repository of structured organic reaction records. The task is: describe an organic reaction: reactants, conditions, products, and yield The reactants are CO, O=S(=O)(O)Cl, NCCO, CCn1c(-c2ccnc(Nc3ccccc3)n2)cnc1C, O=S(Cl)Cl. The product is CCn1c(-c2ccnc(Nc3ccc(S(=O)(=O)NCCO)cc3)n2)cnc1C. RXN SMILES: [CH3:35][OH:36].[Cl:1][S:2](=[O:3])(=[O:4])[OH:5].[NH2:27][CH2:28][CH2:29][OH:30].[NH:6]([c:7]1[cH:8][cH:9][cH:10][cH:11][cH:12]1)[c:13]1[n:14][cH:15][cH:16][c:17](-[c:19]2[cH:20][n:21][c:22]([CH3:26])[n:23]2[CH2:24][CH3:25])[n:18]1.[S:31]([Cl:32])([Cl:33])=[O:34]>>[S:2](=[O:3])(=[O:5])([c:10]1[cH:9][cH:8][c:7]([NH:6][c:13]2[n:14][cH:15][cH:16][c:17](-[c:19]3[cH:20][n:21][c:22]([CH3:26])[n:23]3[CH2:24][CH3:25])[n:18]2)[cH:12][cH:11]1)[NH:27][CH2:28][CH2:29][OH:30]. The product is ClC1=C(C=CC=C1)C=1N(C(=NN1)C(C)(C)N1C(C2=CC=CC=C2C1=O)=O)C (2-{1-[5-(2-chlorophenyl)-4-methyl-1,2,4-triazol-3-yl]-1-methylethyl}-1H-isoindole-1,3-(2H)-dione). Solvent: C(C)(=O)O (acetic acid). Yield: 81.3%. Procedure details: 2-[4-Methyl-5-(2-chlorophenyl)-1,2,4-triazol-3-yl]propan-2-amine (1.19 g) and phthalic anhydride (704 mg) were diluted with acetic acid (5 ml), followed by stirring under heating and refluxing for 22 hours. The reaction solution was subjected to evaporation under reduced pressure and the resulting residue was diluted with ethyl acetate (50 ml) and washed with a saturated aqueous sodium bicarbonate solution (30 ml×2). The organic layer was dried over anhydrous sodium sulfate and filtered and then... Starting materials: CN1C(=NN=C1C1=C(C=CC=C1)Cl)C(C)(C)N (2-[4-Methyl-5-(2-chlorophenyl)-1,2,4-triazol-3-yl]propan-2-amine), C1(C=2C(C(=O)O1)=CC=CC2)=O (phthalic anhydride). Reaction SMILES: [CH3:1][N:2]1[C:6]([C:7]2[CH:12]=[CH:11][CH:10]=[CH:9][C:8]=2[Cl:13])=[N:5][N:4]=[C:3]1[C:14]([NH2:17])([CH3:16])[CH3:15].[C:18]1(=O)[O:23][C:21](=[O:22])[C:20]2=[CH:24][CH:25]=[CH:26][CH:27]=[C:19]12>C(O)(=O)C>[Cl:13][C:8]1[CH:9]=[CH:10][CH:11]=[CH:12][C:7]=1[C:6]1[N:2]([CH3:1])[C:3]([C:14]([N:17]2[C:21](=[O:22])[C:20]3[C:19](=[CH:27][CH:26]=[CH:25][CH:24]=3)[C:18]2=[O:23])([CH3:15])[CH3:16])=[N:4][N:5]=1. RXN SMILES: [CH2:1]([c:2]1[cH:3][cH:4][cH:5][cH:6][cH:7]1)[O:8][c:9]1[cH:10][n:11][c:12]([N:15]2[CH2:16][CH2:17][N:18]([S:21](=[O:22])(=[O:23])[CH3:24])[CH2:19][CH2:20]2)[n:13][cH:14]1.[F:25][C:26]([C:27](=[O:28])[OH:29])([F:30])[F:31]>>[F:25][C:26]([C:27](=[O:28])[OH:29])([F:30])[F:31].[OH:8][c:9]1[cH:10][n:11][c:12]([N:15]2[CH2:16][CH2:17][N:18]([S:21](=[O:22])(=[O:23])[CH3:24])[CH2:19][CH2:20]2)[n:13][cH:14]1. The reactants are CS(=O)(=O)N1CCN(c2ncc(OCc3ccccc3)cn2)CC1, O=C(O)C(F)(F)F. The product is O=C(O)C(F)(F)F, CS(=O)(=O)N1CCN(c2ncc(O)cn2)CC1. Starting materials: CS(=O)(=O)CC(CN(CCC#N)Cc1ccccc1)S(C)(=O)=O, C[Si](C)(C)[N-][Si](C)(C)C, [Na+], C1CCOC1, c1ccccc1. Product: N#CC12CC1CN(Cc1ccccc1)C2. As a reaction SMILES: [CH2:1]([c:2]1[cH:3][cH:4][cH:5][cH:6][cH:7]1)[N:8]([CH2:9][CH2:10][C:11]#[N:12])[CH2:13][CH:14]([CH2:15][S:20]([CH3:21])(=[O:22])=[O:23])[S:16]([CH3:17])(=[O:18])=[O:19].[CH3:24][Si:25]([CH3:26])([CH3:27])[N-:28][Si:29]([CH3:30])([CH3:31])[CH3:32].[Na+:33].[O:40]1[CH2:41][CH2:42][CH2:43][CH2:44]1.[cH:34]1[cH:35][cH:36][cH:37][cH:38][cH:39]1>>[CH2:1]([c:2]1[cH:3][cH:4][cH:5][cH:6][cH:7]1)[N:8]1[CH2:9][C:10]2([C:11]#[N:12])[CH:14]([CH2:13]1)[CH2:15]2. Starting materials: C(C1=CC=CC=C1)N1[C@H]2[C@H](OCC1)CN(CC2)C(=O)OC(C)(C)C (trans-tert-butyl 1-benzyloctahydro-6H-pyrido[3,4-b][1,4]oxazine-6-carboxylate), Cl (HCl). The solvent is CCOC(=O)C (EtOAc), CCOC(=O)C (EtOAc). Conditions: time 2 hour. Product: C(C1=CC=CC=C1)N1C2C(OCC1)CNCC2 (1-benzyloctahydro-1H-pyrido[3,4-b][1,4]oxazine). RXN SMILES: [CH2:1]([N:8]1[CH2:13][CH2:12][O:11][C@@H:10]2[CH2:14][N:15](C(OC(C)(C)C)=O)[CH2:16][CH2:17][C@@H:9]12)[C:2]1[CH:7]=[CH:6][CH:5]=[CH:4][CH:3]=1.Cl>CCOC(C)=O>[CH2:1]([N:8]1[CH2:13][CH2:12][O:11][CH:10]2[CH2:14][NH:15][CH2:16][CH2:17][CH:9]12)[C:2]1[CH:3]=[CH:4][CH:5]=[CH:6][CH:7]=1. Procedure details: To a mixture of trans-tert-butyl 1-benzyloctahydro-6H-pyrido[3,4-b][1,4]oxazine-6-carboxylate (82 g, 246 mmol) in EtOAc (500 mL) at 0° C. was added HCl in EtOAc (1500 mL, 4 M) dropwise. The reaction was stirred at room temperature for 2 hours. The mixture was concentrated to afford 1-benzyloctahydro-1H-pyrido[3,4-b][1,4]oxazine as a mixture of trans diastereomers.